From a dataset of the Open Reaction Database (ORD), a public repository of structured organic reaction records. describe an organic reaction: reactants, conditions, products, and yield The reactants are CC(C)(C)O, Clc1ccc(-c2nnc(Cl)c3ccccc23)cc1, O, Cc1ccc(S(=O)(=O)O)cc1, Nc1ccc(Sc2ccnc3cccnc23)cc1. Product: Clc1ccc(-c2nnc(Nc3ccc(Sc4ccnc5cccnc45)cc3)c3ccccc23)cc1. As a reaction SMILES: [C:49]([OH:50])([CH3:51])([CH3:52])[CH3:53].[Cl:1][c:2]1[n:3][n:4][c:5](-[c:12]2[cH:13][cH:14][c:15]([Cl:18])[cH:16][cH:17]2)[c:6]2[cH:7][cH:8][cH:9][cH:10][c:11]12.[OH2:19].[c:20]1([CH3:21])[cH:22][cH:23][c:24]([S:25]([OH:26])(=[O:27])=[O:28])[cH:29][cH:30]1.[n:31]1[cH:32][cH:33][c:34]([S:41][c:42]2[cH:43][cH:44][c:45]([NH2:48])[cH:46][cH:47]2)[c:35]2[n:36][cH:37][cH:38][cH:39][c:40]12>>[c:2]1([NH:48][c:45]2[cH:44][cH:43][c:42]([S:41][c:34]3[cH:33][cH:32][n:31][c:40]4[c:35]3[n:36][cH:37][cH:38][cH:39]4)[cH:47][cH:46]2)[n:3][n:4][c:5](-[c:12]2[cH:13][cH:14][c:15]([Cl:18])[cH:16][cH:17]2)[c:6]2[cH:7][cH:8][cH:9][cH:10][c:11]12. The reactants are C1CCOC1, [Li+], [OH-], O, O, COC(=O)c1ccc(-c2cc(NC(=O)c3ccoc3)ccc2C)cc1. Product: Cc1ccc(NC(=O)c2ccoc2)cc1-c1ccc(C(=O)O)cc1. Reaction SMILES: [CH2:29]1[O:30][CH2:31][CH2:32][CH2:33]1.[Li+:28].[OH-:27].[OH2:26].[OH2:34].[o:1]1[cH:2][c:3]([C:6](=[O:7])[NH:8][c:9]2[cH:10][cH:11][c:12]([CH3:25])[c:13](-[c:15]3[cH:16][cH:17][c:18]([C:21](=[O:22])[O:23][CH3:24])[cH:19][cH:20]3)[cH:14]2)[cH:4][cH:5]1>>[o:1]1[cH:2][c:3]([C:6](=[O:7])[NH:8][c:9]2[cH:10][cH:11][c:12]([CH3:25])[c:13](-[c:15]3[cH:16][cH:17][c:18]([C:21](=[O:22])[OH:23])[cH:19][cH:20]3)[cH:14]2)[cH:4][cH:5]1. Starting materials: Na, COCCOCCl (2-methoxyethoxymethyl chloride), OC=1C=CC(=C(C=O)C1)[N+](=O)[O-] (5-hydroxy-2-nitrobenzaldehyde), O1CCCC1 (tetrahydrofuran), C(C)(C)N(C(C)C)CC (N,N-diisopropylethylamine). Solvent: ClCCl (dichloromethane). Reaction conditions: temperature 0 celsius, time 5 minute. Yields the product COCCOCOC=1C=CC(=C(C=O)C1)[N+](=O)[O-] (5-(2-methoxy-ethoxymethoxy)-2-nitro-benzaldehyde). The yield is 96.7%. Reaction SMILES: [OH:1][C:2]1[CH:3]=[CH:4][C:5]([N+:10]([O-:12])=[O:11])=[C:6]([CH:9]=1)[CH:7]=[O:8].O1CCCC1.C(N(CC)C(C)C)(C)C.[CH3:27][O:28][CH2:29][CH2:30][O:31][CH2:32]Cl>ClCCl>[CH3:27][O:28][CH2:29][CH2:30][O:31][CH2:32][O:1][C:2]1[CH:3]=[CH:4][C:5]([N+:10]([O-:12])=[O:11])=[C:6]([CH:9]=1)[CH:7]=[O:8]. Reported procedure: A suspension of 5 g (30 mmol) of 5-hydroxy-2-nitrobenzaldehyde (1) in 100 mL of dichloromethane and 10 mL of freshly distilled tetrahydrofuran was cooled to 0° C. To this suspension 6.25 mL (57 mmol) of N,N-diisopropylethylamine was added, and the resulting reaction mixture was stirred for 5 minutes. To this reaction mixture 3.76 mL (33 mmol) of 2-methoxyethoxymethyl chloride was added, stirred for 10 minutes at 0° C., warmed up to room temperature, and allowed to stir at room temperature for 18...